describe an organic reaction: reactants, conditions, products, and yield From a dataset of the Open Reaction Database (ORD), a public repository of structured organic reaction records. Reported procedure: A mixture of 1.52 g. of cyclohexane-1,2-dicarboxylic anhydride, 3.05 g. of N-phenyl-α-(5-amino-2-chlorophenoxy)butyramide (melting point of 78° to 80° C.) and 10 ml. of acetic acid was refluxed with stirring for 2 hours and the reaction mixture was cooled to room temperature and water was added to obtain a crude crystal. The product was recrystallized from a mixture of ethyl acetate and n-hexane to obtain 3.86 g. of Compound No. 294 shown in Table 1. Solvent: O (water). Run at time 2 hour. The product is ClC1=C(C=C(C=C1)N1C(C2=C(C1=O)CCCC2)=O)OC(CC)C(NC2=CC=CC=C2)=O (N-[[4-chloro-3-[1-(phenylcarbamoyl)propoxy]phenyl]]-3,4,5,6-tetrahydrophthalimide). As a reaction SMILES: [CH:1]12[C:10](=[O:11])[O:9][C:7](=O)[CH:2]1[CH2:3][CH2:4][CH2:5][CH2:6]2.[C:12]1([NH:18][C:19](=[O:32])[CH:20]([O:23][C:24]2[CH:29]=[C:28]([NH2:30])[CH:27]=[CH:26][C:25]=2[Cl:31])[CH2:21][CH3:22])[CH:17]=[CH:16][CH:15]=[CH:14][CH:13]=1.C(O)(=O)C>O>[Cl:31][C:25]1[CH:26]=[CH:27][C:28]([N:30]2[C:10](=[O:11])[C:1]3[CH2:6][CH2:5][CH2:4][CH2:3][C:2]=3[C:7]2=[O:9])=[CH:29][C:24]=1[O:23][CH:20]([C:19](=[O:32])[NH:18][C:12]1[CH:13]=[CH:14][CH:15]=[CH:16][CH:17]=1)[CH2:21][CH3:22]. Starting materials: C12C(CCCC1)C(=O)OC2=O (cyclohexane-1,2-dicarboxylic anhydride), C1(=CC=CC=C1)NC(C(CC)OC1=C(C=CC(=C1)N)Cl)=O (N-phenyl-α-(5-amino-2-chlorophenoxy)butyramide), C(C)(=O)O (acetic acid). The reactants are BrC=1C=C(OC1C1=CC(=CC=C1)C#N)C(=O)OCC (Ethyl 4-bromo-5-(3-cyanophenyl)furan-2-carboxylate), ClC=1C=C(C=C(C1)F)B(O)O (3-chloro-5-fluorophenylboronic acid), C([O-])([O-])=O.[Cs+].[Cs+] (cesium carbonate), C1(CCCCC1)P(C1=C(C=CC=C1)C1=C(C=C(C=C1C(C)C)C(C)C)C(C)C)C1CCCCC1 (dicyclohexyl[2′,4′,6′-tri(propan-2-yl)biphenyl-2-yl]phosphane). Reagents/catalysts: C(C)(=O)[O-].[Pd+2].C(C)(=O)[O-] (palladium(II) acetate). The solvent is COCCOC (1,2-dimethoxyethane). Run at temperature 50 celsius, time 8 hour. Product: ClC=1C=C(C=C(C1)F)C=1C=C(OC1C1=CC(=CC=C1)C#N)C(=O)OCC (Ethyl 4-(3-chloro-5-fluorophenyl)-5-(3-cyanophenyl)furan-2-carboxylate). RXN SMILES: Br[C:2]1[CH:3]=[C:4]([C:15]([O:17][CH2:18][CH3:19])=[O:16])[O:5][C:6]=1[C:7]1[CH:12]=[CH:11][CH:10]=[C:9]([C:13]#[N:14])[CH:8]=1.[Cl:20][C:21]1[CH:22]=[C:23](B(O)O)[CH:24]=[C:25]([F:27])[CH:26]=1.C(=O)([O-])[O-].[Cs+].[Cs+].C1(P(C2CCCCC2)C2C=CC=CC=2C2C(C(C)C)=CC(C(C)C)=CC=2C(C)C)CCCCC1>COCCOC.C([O-])(=O)C.[Pd+2].C([O-])(=O)C>[Cl:20][C:21]1[CH:22]=[C:23]([C:2]2[CH:3]=[C:4]([C:15]([O:17][CH2:18][CH3:19])=[O:16])[O:5][C:6]=2[C:7]2[CH:12]=[CH:11][CH:10]=[C:9]([C:13]#[N:14])[CH:8]=2)[CH:24]=[C:25]([F:27])[CH:26]=1 |f:2.3.4,7.8.9|. Procedure details: Under argon, 1.45 g (4.53 mmol) of the compound from Example 8A are provided in 50 ml of 1,2-dimethoxyethane, and 0.79 g (4.53 mmol) of 3-chloro-5-fluorophenylboronic acid, 4.43 g (13.6 mmol) of cesium carbonate, 0.15 g (0.32 mmol) of dicyclohexyl[2′,4′,6′-tri(propan-2-yl)biphenyl-2-yl]phosphane and 0.03 g (0.14 mmol) of palladium(II) acetate are added. The mixture is stirred at 50° C. overnight. The mixture is concentrated and the crude product is purified by flash chromatography (mobile phase:...